From a dataset of the Open Reaction Database (ORD), a public repository of structured organic reaction records. describe an organic reaction: reactants, conditions, products, and yield Reactants: CCCO, COc1cccc2c1CC1N(C=O)CCC1(C)C2(C)C, Cl, O. The product is COc1cccc2c1CC1NCCC1(C)C2(C)C. Reaction SMILES: [CH2:22]([OH:23])[CH2:24][CH3:25].[CH:1](=[O:2])[N:3]1[CH2:4][CH2:5][C:6]2([CH3:20])[C:7]([CH3:18])([CH3:19])[c:8]3[c:9]([c:12]([O:16][CH3:17])[cH:13][cH:14][cH:15]3)[CH2:10][CH:11]12.[ClH:21].[OH2:26]>>[NH:3]1[CH2:4][CH2:5][C:6]2([CH3:20])[C:7]([CH3:18])([CH3:19])[c:8]3[c:9]([c:12]([O:16][CH3:17])[cH:13][cH:14][cH:15]3)[CH2:10][CH:11]12. The reactants are C(#N)CCC1CCC(CC1)N(C(C1=CC=C(C=C1)[C@](C(F)(F)F)(C)O)=O)C1CC1 ((S)—N-(4-(2-cyanoethyl)cyclohexyl)-N-cyclopropyl-4-(1,1,1-trifluoro-2-hydroxypropan-2-yl)benzamide), [OH-].[K+] (KOH), C(C)(C)(C)O (tert-butanol). Solvent: O (water). Run at temperature 85 celsius, time 15 hour. The product is NC(CCC1CCC(CC1)N(C(C1=CC=C(C=C1)[C@](C(F)(F)F)(C)O)=O)C1CC1)=O ((S)—N-(4-(3-amino-3-oxopropyl)cyclohexyl)-N-cyclopropyl-4-(1,1,1-trifluoro-2-hydroxypropan-2-yl)benzamide). As a reaction SMILES: [C:1]([CH2:3][CH2:4][CH:5]1[CH2:10][CH2:9][CH:8]([N:11]([CH:27]2[CH2:29][CH2:28]2)[C:12](=[O:26])[C:13]2[CH:18]=[CH:17][C:16]([C@@:19]([OH:25])([CH3:24])[C:20]([F:23])([F:22])[F:21])=[CH:15][CH:14]=2)[CH2:7][CH2:6]1)#[N:2].[OH-].[K+].C([OH:36])(C)(C)C>O>[NH2:2][C:1](=[O:36])[CH2:3][CH2:4][CH:5]1[CH2:6][CH2:7][CH:8]([N:11]([CH:27]2[CH2:28][CH2:29]2)[C:12](=[O:26])[C:13]2[CH:14]=[CH:15][C:16]([C@@:19]([OH:25])([CH3:24])[C:20]([F:21])([F:22])[F:23])=[CH:17][CH:18]=2)[CH2:9][CH2:10]1 |f:1.2|. Procedure: To (S)—N-(4-(2-cyanoethyl)cyclohexyl)-N-cyclopropyl-4-(1,1,1-trifluoro-2-hydroxypropan-2-yl)benzamide prepared above (0.040 g, 0.098 mmol) and KOH (0.55 g, 0.98 mmol) was added tert-butanol (3.75 mL). The mixture was heated to 85° C. and stirred for 15 h. The solution was diluted with water (10 mL) and extracted with 10% MeOH in CH2Cl2 (2×15 mL). The combined organics were dried over Na2SO4 and removed in vacuo. Silica gel chromatography (gradient of 0-10% MeOH in CH2Cl2) afforded (S)—N-(4-(3-am...